Dataset: the Open Reaction Database (ORD), a public repository of structured organic reaction records. Task: describe an organic reaction: reactants, conditions, products, and yield Starting materials: O=C([O-])O, CCOC(C)=O, CCN(CC)CCOc1ccc(NC(=O)C#Cc2ccc(C(F)(F)F)cc2Cl)cc1[N+](=O)[O-], [Na+], O, O, O, Cl[Sn]Cl. Yields the product CCN(CC)CCOc1ccc(NC(=O)C#Cc2ccc(C(F)(F)F)cc2Cl)cc1N. As a reaction SMILES: [C:1](=[O:2])([O-:3])[OH:4].[CH3:45][CH2:46][O:47][C:48](=[O:49])[CH3:50].[N+:11]([O-:12])(=[O:13])[c:14]1[cH:15][c:16]([NH:28][C:29]([C:30]#[C:31][c:32]2[c:33]([Cl:42])[cH:34][c:35]([C:38]([F:39])([F:40])[F:41])[cH:36][cH:37]2)=[O:43])[cH:17][cH:18][c:19]1[O:20][CH2:21][CH2:22][N:23]([CH2:24][CH3:25])[CH2:26][CH3:27].[Na+:5].[OH2:44].[OH2:6].[OH2:7].[Sn:8]([Cl:9])[Cl:10]>>[NH2:11][c:14]1[cH:15][c:16]([NH:28][C:29]([C:30]#[C:31][c:32]2[c:33]([Cl:42])[cH:34][c:35]([C:38]([F:39])([F:40])[F:41])[cH:36][cH:37]2)=[O:43])[cH:17][cH:18][c:19]1[O:20][CH2:21][CH2:22][N:23]([CH2:24][CH3:25])[CH2:26][CH3:27].